Dataset: the Open Reaction Database (ORD), a public repository of structured organic reaction records. Task: describe an organic reaction: reactants, conditions, products, and yield Reactants: CC(=O)Nc1nc2c(Oc3cc(-c4ccc(C(F)(F)F)cc4NC(=O)C4CCCN4)ncn3)cccc2s1, CC(C)=O. Yields the product CC(=O)Nc1nc2c(Oc3cc(-c4ccc(C(F)(F)F)cc4NC(=O)C4CCCN4C(C)C)ncn3)cccc2s1. As a reaction SMILES: [C:1]([CH3:2])(=[O:3])[NH:4][c:5]1[s:6][c:7]2[c:8]([n:9]1)[c:10]([O:14][c:15]1[cH:16][c:17](-[c:21]3[c:22]([NH:31][C:32](=[O:33])[CH:34]4[NH:35][CH2:36][CH2:37][CH2:38]4)[cH:23][c:24]([C:27]([F:28])([F:29])[F:30])[cH:25][cH:26]3)[n:18][cH:19][n:20]1)[cH:11][cH:12][cH:13]2.[CH3:39][C:40]([CH3:41])=[O:42]>>[C:1]([CH3:2])(=[O:3])[NH:4][c:5]1[s:6][c:7]2[c:8]([n:9]1)[c:10]([O:14][c:15]1[cH:16][c:17](-[c:21]3[c:22]([NH:31][C:32](=[O:33])[CH:34]4[N:35]([CH:40]([CH3:39])[CH3:41])[CH2:36][CH2:37][CH2:38]4)[cH:23][c:24]([C:27]([F:28])([F:29])[F:30])[cH:25][cH:26]3)[n:18][cH:19][n:20]1)[cH:11][cH:12][cH:13]2.